Dataset: the Open Reaction Database (ORD), a public repository of structured organic reaction records. Task: describe an organic reaction: reactants, conditions, products, and yield Reactants: O=C([O-])[O-], COc1ccccc1B(O)O, COCCOC, O=S1(=O)NC(C2CCCCC2)=Nc2c(Cl)ccc(I)c21, [Na+], [Na+], Cl[Pd]Cl, c1ccc(P(c2ccccc2)c2ccccc2)cc1, c1ccc(P(c2ccccc2)c2ccccc2)cc1. Yields the product COc1ccccc1-c1ccc(Cl)c2c1S(=O)(=O)NC(C1CCCCC1)=N2. As a reaction SMILES: [C:32](=[O:33])([O-:34])[O-:35].[CH3:21][O:22][c:23]1[c:24]([B:29]([OH:30])[OH:31])[cH:25][cH:26][cH:27][cH:28]1.[CH3:38][O:39][CH2:40][CH2:41][O:42][CH3:43].[Cl:1][c:2]1[cH:3][cH:4][c:5]([I:20])[c:6]2[c:7]1[N:8]=[C:9]([CH:14]1[CH2:15][CH2:16][CH2:17][CH2:18][CH2:19]1)[NH:10][S:11]2(=[O:12])=[O:13].[Na+:36].[Na+:37].[Pd:44]([Cl:45])[Cl:46].[c:47]1([P:48]([c:49]2[cH:50][cH:51][cH:52][cH:53][cH:54]2)[c:55]2[cH:56][cH:57][cH:58][cH:59][cH:60]2)[cH:61][cH:62][cH:63][cH:64][cH:65]1.[c:66]1([P:67]([c:68]2[cH:69][cH:70][cH:71][cH:72][cH:73]2)[c:74]2[cH:75][cH:76][cH:77][cH:78][cH:79]2)[cH:80][cH:81][cH:82][cH:83][cH:84]1>>[Cl:1][c:2]1[cH:3][cH:4][c:5](-[c:24]2[c:23]([O:22][CH3:21])[cH:28][cH:27][cH:26][cH:25]2)[c:6]2[c:7]1[N:8]=[C:9]([CH:14]1[CH2:15][CH2:16][CH2:17][CH2:18][CH2:19]1)[NH:10][S:11]2(=[O:12])=[O:13]. Reactants: CC(C)=O, CO, NC(CNc1nnc(-c2ccc3c(c2)CC(=O)N3)s1)Cc1ccc(C(F)(F)F)cc1, N. Yields the product CC(C)=C1C(=O)Nc2ccc(-c3nnc(NCC(N)Cc4ccc(C(F)(F)F)cc4)s3)cc21. As a reaction SMILES: [CH3:32][C:33]([CH3:34])=[O:35].[CH3:36][OH:37].[NH2:1][CH:2]([CH2:3][NH:4][c:5]1[n:6][n:7][c:8](-[c:10]2[cH:11][c:12]3[c:16]([cH:17][cH:18]2)[NH:15][C:14](=[O:19])[CH2:13]3)[s:9]1)[CH2:20][c:21]1[cH:22][cH:23][c:24]([C:27]([F:28])([F:29])[F:30])[cH:25][cH:26]1.[NH3:31]>>[NH2:1][CH:2]([CH2:3][NH:4][c:5]1[n:6][n:7][c:8](-[c:10]2[cH:11][c:12]3[c:16]([cH:17][cH:18]2)[NH:15][C:14](=[O:19])[C:13]3=[C:33]([CH3:32])[CH3:34])[s:9]1)[CH2:20][c:21]1[cH:22][cH:23][c:24]([C:27]([F:28])([F:29])[F:30])[cH:25][cH:26]1. Starting materials: CC(=O)O[BH-](OC(C)=O)OC(C)=O, CC(=O)O, CN1CCC(=O)CC1, ClCCl, Nc1cccc([N+](=O)[O-])c1, [Na+]. Product: CN1CCC(Nc2cccc([N+](=O)[O-])c2)CC1. As a reaction SMILES: [C:11]([O:12][BH-:13]([O:14][C:15](=[O:16])[CH3:17])[O:18][C:19](=[O:20])[CH3:21])(=[O:22])[CH3:23].[CH3:25][C:26](=[O:27])[OH:28].[CH3:29][N:30]1[CH2:31][CH2:32][C:33](=[O:36])[CH2:34][CH2:35]1.[Cl:37][CH2:38][Cl:39].[N+:1](=[O:2])([O-:3])[c:4]1[cH:5][c:6]([NH2:7])[cH:8][cH:9][cH:10]1.[Na+:24]>>[N+:1](=[O:2])([O-:3])[c:4]1[cH:5][c:6]([NH:7][CH:33]2[CH2:32][CH2:31][N:30]([CH3:29])[CH2:35][CH2:34]2)[cH:8][cH:9][cH:10]1.